From a dataset of the Open Reaction Database (ORD), a public repository of structured organic reaction records. describe an organic reaction: reactants, conditions, products, and yield Reported procedure: 4-Iodotetrahydropyran (9 g, 42.45 mmol) was added to a stirred suspension of 4-bromobenzenethiol (7.296 g, 38.59 mmol) and potassium carbonate (10.67 g, 77.18 mmol) in DMF (15 mL) and the reaction stirred at ambient temperature for 3 hours. The mixture was diluted with Et2O and washed with water (×2) and brine (×1). The organic extracts was dried (MgSO4) and concentrated in vacuo. Petroleum ether was added to the residue and the resultant precipitate removed by filtration. The filtrate was conce... Starting materials: IC1CCOCC1 (4-Iodotetrahydropyran), BrC1=CC=C(C=C1)S (4-bromobenzenethiol), C([O-])([O-])=O.[K+].[K+] (potassium carbonate). The product is BrC1=CC=C(C=C1)SC1CCOCC1 (4-(4-Bromophenyl)sulfanyltetrahydropyran). Isolated yield 85.4%. Run at time 3 hour. Solvent: CN(C)C=O (DMF), CCOCC (Et2O). Reaction SMILES: I[CH:2]1[CH2:7][CH2:6][O:5][CH2:4][CH2:3]1.[Br:8][C:9]1[CH:14]=[CH:13][C:12]([SH:15])=[CH:11][CH:10]=1.C(=O)([O-])[O-].[K+].[K+]>CN(C=O)C.CCOCC>[Br:8][C:9]1[CH:14]=[CH:13][C:12]([S:15][CH:2]2[CH2:7][CH2:6][O:5][CH2:4][CH2:3]2)=[CH:11][CH:10]=1 |f:2.3.4|. The reactants are CC=1SC=C2C1NC1=C(NC2=O)C=CC=C1 (4,9-dihydro-3-methyl-10H-thieno[3,4-b][1,5]benzodiazepin-10-one), C(=O)(Cl)Cl (phosgene). Run in O1CCOCC1 (dioxane), C1(=CC=CC=C1)C (toluene). Product: ClC(=O)N1C=2C(C(NC3=C1C=CC=C3)=O)=CSC2C (4-chlorocarbonyl-4,9-dihydro-3-methyl-10H-thieno[3,4-b][1,5]benzodiazepin-10-one). Reaction SMILES: [CH3:1][C:2]1[S:3][CH:4]=[C:5]2[C:11](=[O:12])[NH:10][C:9]3[CH:13]=[CH:14][CH:15]=[CH:16][C:8]=3[NH:7][C:6]=12.[C:17](Cl)([Cl:19])=[O:18]>O1CCOCC1.C1(C)C=CC=CC=1>[Cl:19][C:17]([N:7]1[C:8]2[CH:16]=[CH:15][CH:14]=[CH:13][C:9]=2[NH:10][C:11](=[O:12])[C:5]2=[CH:4][S:3][C:2]([CH3:1])=[C:6]12)=[O:18]. Reported procedure: From 4,9-dihydro-3-methyl-10H-thieno[3,4-b][1,5]benzodiazepin-10-one and phosgene in a mixture of dioxane and toluene, 4-chlorocarbonyl-4,9-dihydro-3-methyl-10H-thieno[3,4-b][1,5]benzodiazepin-10-one was obtained;